This data is from the Open Reaction Database (ORD), a public repository of structured organic reaction records. The task is: describe an organic reaction: reactants, conditions, products, and yield Procedure: This compound was prepared in a similar method as 1-propylindoline-2,3-dione by reacting commercially available 5-chloro isatin (purchase from Fisher Scientific) with the 4-(3-bromopropyl)morpholine. 1H NMR δ 7.57 (m, 2H), 6.98 (d, 1H), 3.82 (t, 2H), 3.64 (m, 4H), 2.41 (m, 6H), 1.87 (m, 2H). The product is ClC=1C=C2C(C(N(C2=CC1)CCCN1CCOCC1)=O)=O (5-chloro-1-(3-morpholinopropyl)indoline-2,3-dione). RXN SMILES: [CH2:1]([N:4]1[C:12]2C(=CC=[CH:10][CH:11]=2)[C:6](=[O:13])[C:5]1=O)[CH2:2]C.[Cl:15][C:16]1[CH:17]=[C:18]2[C:22](=[CH:23][CH:24]=1)[NH:21][C:20](=[O:25])[C:19]2=[O:26].BrCCCN1CCOCC1>>[Cl:15][C:16]1[CH:17]=[C:18]2[C:22](=[CH:23][CH:24]=1)[N:21]([CH2:10][CH2:11][CH2:12][N:4]1[CH2:1][CH2:2][O:13][CH2:6][CH2:5]1)[C:20](=[O:25])[C:19]2=[O:26]. The reactants are C(CC)N1C(C(C2=CC=CC=C12)=O)=O (1-propylindoline-2,3-dione), ClC=1C=C2C(C(NC2=CC1)=O)=O (5-chloro isatin), BrCCCN1CCOCC1 (4-(3-bromopropyl)morpholine). Starting materials: C(C)(C)(C)C1=NN(C(=C1)NC(NC1=CC=C(C2=CC=CC=C12)OCC1=CC(=NC=C1)NC(=O)[C@H]1N(CCOC1)C(=O)OC(C)(C)C)=O)C1=CC=C(C=C1)C ((S)-tert-butyl 3-(4-((4-(3-(3-tert-butyl-1-p-tolyl-1H-pyrazol-5-yl)ureido)naphthalen-1-yloxy)methyl)pyridin-2-ylcarbamoyl)morpholine-4-carboxylate). Isolated yield 59.2%. The product is C(C)(C)(C)C1=NN(C(=C1)NC(NC1=CC=C(C2=CC=CC=C12)OCC1=CC(=NC=C1)NC(=O)[C@H]1NCCOC1)=O)C1=CC=C(C=C1)C ((S)-N-(4-((4-(3-(3-tert-Butyl-1-p-tolyl-1H-pyrazol-5-yl)ureido)naphthalen-1-yloxy)methyl)pyridin-2-yl)morpholine-3-carboxamide). Reported procedure: A solution of the carbamate (9) (30 mg, 0.04 mmol) in DCM/TFA (1:1 v/v, 2.0 mL) was stirred at RT for 1 hr and was then evaporated in vacuo. the resulting residue was subjected to capture and release on SCX and then triturated from DCM (5.0 mL) and isohexane (5.0 mL) to afford the title compound (Example 11) as a brown solid (15 mg, 63%): m/z 634 (M+H)+ (ES+). 1H NMR (400 MHz, DMSO-d6) δ: 1.26 (9H, s), 2.39 (3H, s), 2.73-2.92 (3H, overlapping m), 3.56-3.64 (4H, overlapping m), 3.82 (1H, m), 5.38... The solvent is C(Cl)Cl.C(=O)(C(F)(F)F)O (DCM TFA). As a reaction SMILES: [C:1]([C:5]1[CH:9]=[C:8]([NH:10][C:11](=[O:47])[NH:12][C:13]2[C:22]3[C:17](=[CH:18][CH:19]=[CH:20][CH:21]=3)[C:16]([O:23][CH2:24][C:25]3[CH:30]=[CH:29][N:28]=[C:27]([NH:31][C:32]([C@@H:34]4[CH2:39][O:38][CH2:37][CH2:36][N:35]4C(OC(C)(C)C)=O)=[O:33])[CH:26]=3)=[CH:15][CH:14]=2)[N:7]([C:48]2[CH:53]=[CH:52][C:51]([CH3:54])=[CH:50][CH:49]=2)[N:6]=1)([CH3:4])([CH3:3])[CH3:2]>C(Cl)Cl.C(O)(C(F)(F)F)=O>[C:1]([C:5]1[CH:9]=[C:8]([NH:10][C:11](=[O:47])[NH:12][C:13]2[C:22]3[C:17](=[CH:18][CH:19]=[CH:20][CH:21]=3)[C:16]([O:23][CH2:24][C:25]3[CH:30]=[CH:29][N:28]=[C:27]([NH:31][C:32]([C@@H:34]4[CH2:39][O:38][CH2:37][CH2:36][NH:35]4)=[O:33])[CH:26]=3)=[CH:15][CH:14]=2)[N:7]([C:48]2[CH:53]=[CH:52][C:51]([CH3:54])=[CH:50][CH:49]=2)[N:6]=1)([CH3:4])([CH3:3])[CH3:2] |f:1.2|.